Dataset: the Open Reaction Database (ORD), a public repository of structured organic reaction records. Task: describe an organic reaction: reactants, conditions, products, and yield Reactants: CON(C(=O)C1=CN(C2=NC(=C(C=C2C1=O)C)C)CC1=NC(=CC=C1)C)C (6,7-Dimethyl-1-(6-methyl-pyridin-2-ylmethyl)-4-oxo-1,4-dihydro-[1,8]naphthyridine-3-carboxylic acid methoxy-methyl amide), C1COC2=C[C-]=CC=C2O1.[Mg+2].[Br-] (3,4-(ethylenedioxy)phenylmagnesium bromide). Solvent: C1CCOC1 (THF). Product: O1CCOC2=C1C=CC(=C2)C(=O)C2=CN(C1=NC(=C(C=C1C2=O)C)C)CC2=NC(=CC=C2)C (3-(2,3-Dihydro-benzo[1,4]dioxine-6-carbonyl)-6,7-dimethyl-1-(6-methyl-pyridin-2-ylmethyl)-1H-[1,8]naphthyridin-4-one). Yield: 35.4%. RXN SMILES: CON(C)[C:4]([C:6]1[C:15](=[O:16])[C:14]2[C:9](=[N:10][C:11]([CH3:18])=[C:12]([CH3:17])[CH:13]=2)[N:8]([CH2:19][C:20]2[CH:25]=[CH:24][CH:23]=[C:22]([CH3:26])[N:21]=2)[CH:7]=1)=[O:5].[CH2:28]1[O:37][C:36]2[C:31](=[CH:32][C-:33]=[CH:34][CH:35]=2)[O:30][CH2:29]1.[Mg+2].[Br-]>C1COCC1>[O:30]1[C:31]2[CH:32]=[CH:33][C:34]([C:4]([C:6]3[C:15](=[O:16])[C:14]4[C:9](=[N:10][C:11]([CH3:18])=[C:12]([CH3:17])[CH:13]=4)[N:8]([CH2:19][C:20]4[CH:25]=[CH:24][CH:23]=[C:22]([CH3:26])[N:21]=4)[CH:7]=3)=[O:5])=[CH:35][C:36]=2[O:37][CH2:28][CH2:29]1 |f:1.2.3|. Reported procedure: Experimental conditions analogous to those described for Step 6 of Example 60 were used with 100 mg (0.273 mmol) of 6,7-Dimethyl-1-(6-methyl-pyridin-2-ylmethyl)-4-oxo-1,4-dihydro-[1,8]naphthyridine-3-carboxylic acid methoxy-methyl amide, 1.2 mL (0.60 mmol, 0.5M solution in tetrahydrofuran) of 3,4-(ethylenedioxy)phenylmagnesium bromide, and 1 mL of THF. The crude product was purified by flash column chromatography using 20-100% ethyl acetate in hexane and further purified on the reverse phase HPL... Reactants: O.C1(=CC=C(C=C1)S(=O)(=O)O)C (4-toluenesulfonic acid monohydrate), CN(C(CC(=O)O)C)C (3-dimethylamino-butyric acid), ON1C(CCC1=O)=O (N-hydroxysuccinimide), C1(CCCCC1)N=C=NC1CCCCC1 (dicyclohexyl carbodiimide). Run in C(C)#N (acetonitrile), C(Cl)Cl (CH2Cl2). Conditions: time 16 hour. Product: S(=O)(=O)(O)C1=CC=C(C)C=C1.O=C1N(C(CC1)=O)OC(CC(C)N(C)C)=O (3-Dimethylamino-butyric acid-(2,5-dioxo-pyrrolidine-1-yl)-ester hydrogentosylate). As a reaction SMILES: [CH3:1][N:2]([CH3:9])[CH:3]([CH3:8])[CH2:4][C:5]([OH:7])=[O:6].O[N:11]1[C:15](=[O:16])[CH2:14][CH2:13][C:12]1=[O:17].C1(N=C=NC2CCCCC2)CCCCC1.O.[C:34]1([CH3:44])[CH:39]=[CH:38][C:37]([S:40]([OH:43])(=[O:42])=[O:41])=[CH:36][CH:35]=1>C(Cl)Cl.C(#N)C>[S:40]([C:37]1[CH:38]=[CH:39][C:34]([CH3:44])=[CH:35][CH:36]=1)([OH:43])(=[O:42])=[O:41].[O:17]=[C:12]1[CH2:13][CH2:14][C:15](=[O:16])[N:11]1[O:6][C:5](=[O:7])[CH2:4][CH:3]([N:2]([CH3:9])[CH3:1])[CH3:8] |f:3.4,7.8|. Procedure details: 6.55 g (50 mMol) 3-dimethylamino-butyric acid 20 was added to 5.75 g (50 mMol) N-hydroxysuccinimide and 11.05 g (55 mMol) dicyclohexyl carbodiimide in 100 ml CH2Cl2. The reaction mixture was stirred for 16 h at RT. The obtained urea was filtrated and the solution was evaporated. The residue, dissolved in 10 ml acetonitrile, was added under stirring to a solution of 9.51 g (50 mMol) 4-toluenesulfonic acid monohydrate in acetonitrile (30 ml). The solvent was evaporated under vacuum and the product... Reactants: COC([C@H](CC(C)C)N1C(C=C(C1)OC1=C(C(=CC=C1)C(C)(C)O)F)=O)=O ((S)-2-{4-[2-fluoro-3-(1-hydroxy-1-methyl-ethyl)-phenoxy]-2-oxo-2,5-dihydro-pyrrol-1-yl}-4-methyl-pentanoic acid methyl ester), O.[OH-].[Li+] (lithium hydroxide monohydrate). Run in O1CCCC1 (tetrahydrofuran). Conditions: temperature 25 celsius. Yields the product FC1=C(OC2=CC(N(C2)[C@H](C(=O)O)CC(C)C)=O)C=CC=C1C(C)(C)O ((S)-2-{4-[2-fluoro-3-(1-hydroxy-1-methyl-ethyl)-phenoxy]-2-oxo-2,5-dihydro-pyrrol-1-yl}-4-methyl-pentanoic acid). Isolated yield 105.6%. RXN SMILES: C[O:2][C:3](=[O:27])[C@@H:4]([N:9]1[CH2:13][C:12]([O:14][C:15]2[CH:20]=[CH:19][CH:18]=[C:17]([C:21]([OH:24])([CH3:23])[CH3:22])[C:16]=2[F:25])=[CH:11][C:10]1=[O:26])[CH2:5][CH:6]([CH3:8])[CH3:7].O.[OH-].[Li+]>O1CCCC1>[F:25][C:16]1[C:17]([C:21]([OH:24])([CH3:22])[CH3:23])=[CH:18][CH:19]=[CH:20][C:15]=1[O:14][C:12]1[CH2:13][N:9]([C@@H:4]([CH2:5][CH:6]([CH3:8])[CH3:7])[C:3]([OH:27])=[O:2])[C:10](=[O:26])[CH:11]=1 |f:1.2.3|. Reported procedure: To a solution containing (S)-2-{4-[2-fluoro-3-(1-hydroxy-1-methyl-ethyl)-phenoxy]-2-oxo-2,5-dihydro-pyrrol-1-yl}-4-methyl-pentanoic acid methyl ester (2.00 g, 0.005 mol) in tetrahydrofuran (20 mL) was treated with an aqueous solution of lithium hydroxide monohydrate (0.5N, 20 mL, 0.010 mol). The mixture was stirred at 25° C. for 2H, and the solvents evaporated. The residue was dissolved in water and washed with diethyl ether, and the diethyl ether layer discarded. The aqueous phase was acidified... Starting materials: ClC=1C=C2C(=CNC2=CC1)CCNC(C1=CC=C(C=C1)CCl)=O (N-(2-(5-chloro-1H-indol-3-yl)ethyl)-4-(chloromethyl)benzamide), N1CCCC1 (pyrrolidine), [I-].[Na+] (sodium iodide). Solvent: C1CCOC1 (THF). Yields the product eluent, ClC=1C=C2C(=CNC2=CC1)CCNC(C1=CC=C(C=C1)CN1CCCC1)=O (N-(2-(5-Chloro-1H-indol-3-yl)ethyl)-4-(pyrrolidin-1-ylmethyl)benzamide). Yield: 36.3%. Reaction SMILES: [Cl:1][C:2]1[CH:3]=[C:4]2[C:8](=[CH:9][CH:10]=1)[NH:7][CH:6]=[C:5]2[CH2:11][CH2:12][NH:13][C:14](=[O:23])[C:15]1[CH:20]=[CH:19][C:18]([CH2:21]Cl)=[CH:17][CH:16]=1.[NH:24]1[CH2:28][CH2:27][CH2:26][CH2:25]1.[I-].[Na+]>C1COCC1>[Cl:1][C:2]1[CH:3]=[C:4]2[C:8](=[CH:9][CH:10]=1)[NH:7][CH:6]=[C:5]2[CH2:11][CH2:12][NH:13][C:14](=[O:23])[C:15]1[CH:20]=[CH:19][C:18]([CH2:21][N:24]2[CH2:28][CH2:27][CH2:26][CH2:25]2)=[CH:17][CH:16]=1 |f:2.3|. Procedure details: N-(2-(5-Chloro-1H-indol-3-yl)ethyl)-4-(pyrrolidin-1-ylmethyl)benzamide was prepared following Method C starting from N-(2-(5-chloro-1H-indol-3-yl)ethyl)-4-(chloromethyl)benzamide (0.070 g; 0.202 mmol), pyrrolidine (0.076 mL; 0.907 mmol) and sodium iodide (0.153 g; 1.01 mmol) in THF (3 mL), under a microwave irradiation at 150° C. for 5 minutes. Flash chromatography on silica gel (eluent 3 to 20% ethanol in dichloromethane) furnished 0.028 g (36%) of the title compound as a white solid. Reactants: COc1ccc(Cl)c(N)c1, Cl, Cc1cc(Cl)nc(N)n1. Product: COc1ccc(Cl)c(Nc2cc(C)nc(N)n2)c1. RXN SMILES: [Cl:11][c:12]1[c:13]([NH2:14])[cH:15][c:16]([O:19][CH3:20])[cH:17][cH:18]1.[ClH:10].[NH2:1][c:2]1[n:3][c:4]([CH3:9])[cH:5][c:6]([Cl:8])[n:7]1>>[NH2:1][c:2]1[n:3][c:4]([CH3:9])[cH:5][c:6]([NH:14][c:13]2[c:12]([Cl:11])[cH:18][cH:17][c:16]([O:19][CH3:20])[cH:15]2)[n:7]1. The reactants are O=C1N(C(=NN2C1=CC=C2)[C@H](CCOC2=CC=CC=C2)NC(OC(C)(C)C)=O)C2=CC=CC=C2 ((S)-tert-Butyl (1-(4-oxo-3-phenyl-3,4-dihydropyrrolo[2,1-f][1,2,4]triazin-2-yl)-3-phenoxypropyl)carbamate), Cl (hydrochloric acid), O1CCOCC1 (dioxane). Yields the product N[C@@H](CCOC1=CC=CC=C1)C1=NN2C(C(N1C1=CC=CC=C1)=O)=CC=C2 ((S)-2-(1-Amino-3-phenoxypropyl)-3-phenylpyrrolo[2,1-f][1,2,4]triazin-4(3H)-one). Isolated yield 83.2%. Reaction SMILES: [O:1]=[C:2]1[C:7]2=[CH:8][CH:9]=[CH:10][N:6]2[N:5]=[C:4]([C@@H:11]([NH:21]C(=O)OC(C)(C)C)[CH2:12][CH2:13][O:14][C:15]2[CH:20]=[CH:19][CH:18]=[CH:17][CH:16]=2)[N:3]1[C:29]1[CH:34]=[CH:33][CH:32]=[CH:31][CH:30]=1.Cl.O1CCOCC1>>[NH2:21][C@H:11]([C:4]1[N:3]([C:29]2[CH:30]=[CH:31][CH:32]=[CH:33][CH:34]=2)[C:2](=[O:1])[C:7]2=[CH:8][CH:9]=[CH:10][N:6]2[N:5]=1)[CH2:12][CH2:13][O:14][C:15]1[CH:16]=[CH:17][CH:18]=[CH:19][CH:20]=1. Reported procedure: (S)-tert-Butyl (1-(4-oxo-3-phenyl-3,4-dihydropyrrolo[2,1-f][1,2,4]triazin-2-yl)-3-phenoxypropyl)carbamate (8 mg, 0.02 mmol) was treated with a solution of hydrochloric acid in dioxane (4M, 109 μl, 0.43 mmol) according to the method described in Preparation 1 to obtain 6 mg (87% yield) of the title compound as a solid. Purity 100%.